This data is from the Open Reaction Database (ORD), a public repository of structured organic reaction records. The task is: describe an organic reaction: reactants, conditions, products, and yield Reactants: CCI, [K+], [K+], O=C([O-])[O-], CN(C)C=O, Cc1cc(C(=O)Nc2ccc(S(N)(=O)=O)cc2)c(C)n1-c1ccccc1C(F)(F)F. Yields the product CCNS(=O)(=O)c1ccc(NC(=O)c2cc(C)n(-c3ccccc3C(F)(F)F)c2C)cc1. Reaction SMILES: [CH2:37]([CH3:38])[I:39].[K+:31].[K+:32].[O-:33][C:34]([O-:35])=[O:36].[O:40]=[CH:41][N:42]([CH3:43])[CH3:44].[S:1]([NH2:2])(=[O:3])(=[O:4])[c:5]1[cH:6][cH:7][c:8]([NH:11][C:12](=[O:13])[c:14]2[c:15]([CH3:30])[n:16](-[c:20]3[c:21]([C:26]([F:27])([F:28])[F:29])[cH:22][cH:23][cH:24][cH:25]3)[c:17]([CH3:19])[cH:18]2)[cH:9][cH:10]1>>[S:1]([NH:2][CH2:37][CH3:38])(=[O:3])(=[O:4])[c:5]1[cH:6][cH:7][c:8]([NH:11][C:12](=[O:13])[c:14]2[c:15]([CH3:30])[n:16](-[c:20]3[c:21]([C:26]([F:27])([F:28])[F:29])[cH:22][cH:23][cH:24][cH:25]3)[c:17]([CH3:19])[cH:18]2)[cH:9][cH:10]1. The reactants are C(C)(C)C(C(=O)O)C1=CC(=C(C=C1)Cl)Cl (α-isopropyl-(3,4-dichlorophenyl)acetic acid), FC(C1=CC(=CC=C1)OC1=CC=CC=C1)Br (α-fluoro-3-phenoxybenzylbromide). Yields the product C(C)(C)C(C(=O)OC(C1=CC(=CC=C1)OC1=CC=CC=C1)F)C1=CC(=C(C=C1)Cl)Cl (α-FLUORO-3-PHENOXYBENZYL α-ISOPROPYL-(3,4-DICHLOROPHENYL)ACETATE). As a reaction SMILES: [CH:1]([CH:4]([C:8]1[CH:13]=[CH:12][C:11]([Cl:14])=[C:10]([Cl:15])[CH:9]=1)[C:5]([OH:7])=[O:6])([CH3:3])[CH3:2].[F:16][CH:17](Br)[C:18]1[CH:23]=[CH:22][CH:21]=[C:20]([O:24][C:25]2[CH:30]=[CH:29][CH:28]=[CH:27][CH:26]=2)[CH:19]=1>>[CH:1]([CH:4]([C:8]1[CH:13]=[CH:12][C:11]([Cl:14])=[C:10]([Cl:15])[CH:9]=1)[C:5]([O:7][CH:17]([F:16])[C:18]1[CH:23]=[CH:22][CH:21]=[C:20]([O:24][C:25]2[CH:26]=[CH:27][CH:28]=[CH:29][CH:30]=2)[CH:19]=1)=[O:6])([CH3:3])[CH3:2]. Reported procedure: This compound was prepared from α-isopropyl-(3,4-dichlorophenyl)acetic acid and α-fluoro-3-phenoxybenzylbromide following the procedure described in Example 2 Method B. The product, a colourless oil, was characterised by pmr spectroscopy. Chemical shift δppm (solvent CDCl3): 0.76 (3H, d, J=6 Hz, CH3); 1.07 (3H, d of d, J=6 Hz and J=2 Hz, CH3); 2.33 (1H, m, --CH(CH3)2); 3.28 (1H, d, J=10 Hz, CH); 7.24 (1H, d of d, J=56 Hz and J=2 Hz, CHF) and about 7.33 (12H, m, aromatic protons).